describe an organic reaction: reactants, conditions, products, and yield From a dataset of the Open Reaction Database (ORD), a public repository of structured organic reaction records. The reactants are Cl (hydrochloric acid), C(C)(C)(C)OC(=O)N1CCC2(CCN(C2=O)C2=C(C=C(C=C2)C2CCC(CC2)N2CCCC2)F)CC1 (2-[2-fluoro-4-(4-pyrrolidin-1-yl-cyclohexyl)-phenyl]-1-oxo-2,8-diaza-spiro[4.5]decane-8-carboxylic acid tert-butyl ester). Solvent: O1CCOCC1 (dioxane). Product: Cl.FC1=C(C=CC(=C1)C1CCC(CC1)N1CCCC1)N1C(C2(CC1)CCNCC2)=O (2-[2-Fluoro-4-(4-pyrrolidin-1-yl-cyclohexyl)-phenyl]-2,8-diaza-spiro[4.5]decan-1-one hydrochloride). RXN SMILES: [ClH:1].C(OC([N:9]1[CH2:37][CH2:36][C:12]2([C:16](=[O:17])[N:15]([C:18]3[CH:23]=[CH:22][C:21]([CH:24]4[CH2:29][CH2:28][CH:27]([N:30]5[CH2:34][CH2:33][CH2:32][CH2:31]5)[CH2:26][CH2:25]4)=[CH:20][C:19]=3[F:35])[CH2:14][CH2:13]2)[CH2:11][CH2:10]1)=O)(C)(C)C>O1CCOCC1>[ClH:1].[F:35][C:19]1[CH:20]=[C:21]([CH:24]2[CH2:29][CH2:28][CH:27]([N:30]3[CH2:34][CH2:33][CH2:32][CH2:31]3)[CH2:26][CH2:25]2)[CH:22]=[CH:23][C:18]=1[N:15]1[CH2:14][CH2:13][C:12]2([CH2:11][CH2:10][NH:9][CH2:37][CH2:36]2)[C:16]1=[O:17] |f:3.4|. Procedure details: The title compound was prepared in the same manner as Example 17 by using hydrochloric acid in dioxane to hydrolyze 2-[2-fluoro-4-(4-pyrrolidin-1-yl-cyclohexyl)-phenyl]-1-oxo-2,8-diaza-spiro[4.5]decane-8-carboxylic acid tert-butyl ester. Reactants: [N+](=O)([O-])C1=CC=C(CCl)C=C1 (p-nitrobenzyl chloride), Cl.Cl.COC=1C=C(C=CC1)N1CCNCC1 (4-(m-methoxyphenyl)piperazine dihydrochloride). Run in C(C)N(CC)CC (triethylamine). Yields the product COC=1C=C(C=CC1)N1CCN(CC1)CC1=CC=C(C=C1)[N+](=O)[O-] (1-(m-methoxyphenyl)-4-(p-nitrobenzyl)piperazine). Reaction SMILES: [N+:1]([C:4]1[CH:11]=[CH:10][C:7]([CH2:8]Cl)=[CH:6][CH:5]=1)([O-:3])=[O:2].Cl.Cl.[CH3:14][O:15][C:16]1[CH:17]=[C:18]([N:22]2[CH2:27][CH2:26][NH:25][CH2:24][CH2:23]2)[CH:19]=[CH:20][CH:21]=1>C(N(CC)CC)C>[CH3:14][O:15][C:16]1[CH:17]=[C:18]([N:22]2[CH2:27][CH2:26][N:25]([CH2:8][C:7]3[CH:10]=[CH:11][C:4]([N+:1]([O-:3])=[O:2])=[CH:5][CH:6]=3)[CH2:24][CH2:23]2)[CH:19]=[CH:20][CH:21]=1 |f:1.2.3|. Procedure details: In the manner given in Example 1A, p-nitrobenzyl chloride is reacted with 4-(m-methoxyphenyl)piperazine dihydrochloride in the presence of triethylamine to give 1-(m-methoxyphenyl)-4-(p-nitrobenzyl)piperazine. Reaction conditions: temperature 0 celsius, time 24 hour. Starting materials: C(C)C1(COC1)CO (3-ethyl-3-hydroxymethyloxetane), C(C=C)Br (allylbromide), [OH-].[K+] (potassium hydroxide), ClCCl (dichlorometane). Isolated yield 91.5%. Solvent: O (water). Procedure: To a solution of 23.2 g (0.2 mol) of 3-ethyl-3-hydroxymethyloxetane in 48.4 g (0.4 mol) of allylbromide and 50 g of a 50 wt % aqueous solution of potassium hydroxide in a 300 mL round bottom flask equipped with a magnetic stirrer was added 1.0 g of tetra-n-butylammonium bromide with vigorous stirring at 0° C. After 24 hrs, 100 mL of dichlorometane and 100 mL of water were added to the reaction mixture. The organic phase was washed with water twice, dried over magnesium sulfate, filtered and the ... Reagents/catalysts: [Br-].C(CCC)[N+](CCCC)(CCCC)CCCC (tetra-n-butylammonium bromide). RXN SMILES: [CH2:1]([C:3]1([CH2:7][OH:8])[CH2:6][O:5][CH2:4]1)[CH3:2].[CH2:9](Br)[CH:10]=[CH2:11].[OH-].[K+].ClCCl>[Br-].C([N+](CCCC)(CCCC)CCCC)CCC.O>[CH2:1]([C:3]1([CH2:7][O:8][CH2:11][CH:10]=[CH2:9])[CH2:6][O:5][CH2:4]1)[CH3:2] |f:2.3,5.6|. The product is C(C)C1(COC1)COCC=C (3-ethyl-3-allyloxymethyloxetane).